Dataset: the Open Reaction Database (ORD), a public repository of structured organic reaction records. Task: describe an organic reaction: reactants, conditions, products, and yield Reactants: Cl (hydrochloric acid), O (Water), O (water), O.O.O.O.[Al] (alumina hydrate), O.O.O.O.[Al] (Alumina Hydrate), O.O.O.O.[Al] (Alumina Hydrate). The solvent is C(C)(=O)O (acetic acid). Run at temperature 80 celsius. Yields the product [O-2].[O-2].[O-2].[O-2].[O-2].[O-2].[O-2].[O-2].[Al+3] (Aluminum octaoxide). RXN SMILES: [OH2:1].O.O.O.O.[Al:6].Cl>C(O)(=O)C>[O-2:1].[O-2:1].[O-2:1].[O-2:1].[O-2:1].[O-2:1].[O-2:1].[O-2:1].[Al+3:6] |f:1.2.3.4.5,8.9.10.11.12.13.14.15.16|. Procedure details: Aluminum octaoxide was synthesized by the method disclosed by U.S. Pat. Nos. 4,242,271 and 4,202,870, and then hydrolyzed to prepare an alumina slurry. Water was added to the alumina slurry until it had 5% by weight of solid contents of an alumina hydrate. The alumina slurry was heated to 80° C. and reacted for 10 hours for aging, and a colloidal sol thus obtained was dried with a sprayer, thereby preparing Alumina Hydrate No. 1. The Alumina Hydrate No. 1 was mixed with water for dispersion ther... Yields the product N[C@@H](C(=O)NCC1=CC=CC=C1)COC ((2R)-2-Amino-N-benzyl-3-methoxypropanamide). Run at temperature -10 celsius, time 15 minute. RXN SMILES: [CH2:1]([NH:8][C:9](=[O:21])[C@H:10]([NH:13]C(=O)OC(C)(C)C)[CH2:11][OH:12])[C:2]1[CH:7]=[CH:6][CH:5]=[CH:4][CH:3]=1.Cl[CH2:23]Cl.[OH-].[Na+].S(OC)(OC)(=O)=O>[Br-].C([N+](CCCC)(CCCC)CCCC)CCC.O>[NH2:13][C@H:10]([CH2:11][O:12][CH3:23])[C:9]([NH:8][CH2:1][C:2]1[CH:7]=[CH:6][CH:5]=[CH:4][CH:3]=1)=[O:21] |f:2.3,5.6|. Reactants: C(C1=CC=CC=C1)NC([C@@H](CO)NC(OC(C)(C)C)=O)=O (tert-butyl [(1R)-2-(benzylamino)-1-(hydroxymethyl)-2-oxoethyl]carbamate), ClCCl (dichloromethane), S(=O)(=O)(OC)OC (dimethyl sulfate), [OH-].[Na+] (sodium hydroxide). The reagents and catalysts are [Br-].C(CCC)[N+](CCCC)(CCCC)CCCC (tetrabutylammonium bromide). Procedure: In a reaction flask charged tert-butyl [(1R)-2-(benzylamino)-1-(hydroxymethyl)-2-oxoethyl]carbamate (110.0 gms) and tetrabutylammonium bromide (18.07 gms) in solvent dichloromethane (550 ml), stirred and cooled to −10° C. Charged aqueous solution of sodium hydroxide (75.0 gms in 195 ml of DM water) maintaining temperature at −10° C. to −5° C. Charged slowly within 1 hour, dimethyl sulfate (141.4 gms) maintaining temperature at −10° C. to −5° C. and maintained the reaction mass at −10° C. to −5° ... The yield is 90.7%. Solvent: O (water).